From a dataset of the Open Reaction Database (ORD), a public repository of structured organic reaction records. describe an organic reaction: reactants, conditions, products, and yield The reactants are [H-].[Na+] (NaH), C(CC)I (n-propyl iodide), C(C)(=O)NC1=CC=C(C(=O)N2CCN(CC2)CCC2=CC=C(C=C2)Cl)C=C1 (1-[4-(N-acetylamino)benzoyl]-4-[2-(4-chlorophenyl)ethyl]-piperazine). Run in CN(C)C=O (DMF), CN(C)C=O (DMF), CN(C)C=O (DMF). Run at time 1.5 hour. Yields the product C(C)(=O)N(CCC)C1=CC=C(C(=O)N2CCN(CC2)CCC2=CC=C(C=C2)Cl)C=C1 (1-[4-(N-acetyl-N-propylamino)benzoyl]-4-[2-(4-chlorophenyl)ethyl]-piperazine). Reaction SMILES: [C:1]([NH:4][C:5]1[CH:27]=[CH:26][C:8]([C:9]([N:11]2[CH2:16][CH2:15][N:14]([CH2:17][CH2:18][C:19]3[CH:24]=[CH:23][C:22]([Cl:25])=[CH:21][CH:20]=3)[CH2:13][CH2:12]2)=[O:10])=[CH:7][CH:6]=1)(=[O:3])[CH3:2].[H-].[Na+].[CH2:30](I)[CH2:31][CH3:32]>CN(C=O)C>[C:1]([N:4]([C:5]1[CH:27]=[CH:26][C:8]([C:9]([N:11]2[CH2:12][CH2:13][N:14]([CH2:17][CH2:18][C:19]3[CH:20]=[CH:21][C:22]([Cl:25])=[CH:23][CH:24]=3)[CH2:15][CH2:16]2)=[O:10])=[CH:7][CH:6]=1)[CH2:30][CH2:31][CH3:32])(=[O:3])[CH3:2] |f:1.2|. Reported procedure: 1.7 g of 1-[4-(N-acetylamino)benzoyl]-4-[2-(4-chlorophenyl)ethyl]-piperazine, dissolved in 20 ml DMF, is added to a suspension of 0.23 g 50% NaH in 20 ml DMF. After 1.5 h of stirring at RT, 0.97 g n-propyl iodide, dissolved in 5 ml DMF, are added dropwise. The reaction mixture is stirred overnight. DMF is distilled off in vacuo, water is added, and the product is extracted with ethyl acetate. The organic phase is concentrated by evaporation, and the residue is crystallised from ether/petroleum e... Starting materials: [Na] (sodium), FC=1C=C(C=CC1)NC(NN=C(C1=C(N=CC=C1)C(C)=O)O)=O (2-acetylnicotinic acid 4-(3-fluorophenyl)semicarbazone), C(C)(=O)OCCl (chloromethyl acetate). Run in CN(C)C=O (DMF). Run at time 3 day. Product: FC=1C=C(C=CC1)NC(NN=C(C1=C(N=CC=C1)C(C)=O)OCOC(C)=O)=O (acetyloxymethyl 2-acetylnicotinate 4-(3-fluorophenyl)semicarbazone), compound 54. As a reaction SMILES: [Na].[F:2][C:3]1[CH:4]=[C:5]([NH:9][C:10](=[O:24])[NH:11][N:12]=[C:13]([OH:23])[C:14]2[CH:19]=[CH:18][CH:17]=[N:16][C:15]=2[C:20](=[O:22])[CH3:21])[CH:6]=[CH:7][CH:8]=1.[C:25]([O:28][CH2:29]Cl)(=[O:27])[CH3:26]>CN(C=O)C>[F:2][C:3]1[CH:4]=[C:5]([NH:9][C:10](=[O:24])[NH:11][N:12]=[C:13]([O:23][CH2:29][O:28][C:25](=[O:27])[CH3:26])[C:14]2[CH:19]=[CH:18][CH:17]=[N:16][C:15]=2[C:20](=[O:22])[CH3:21])[CH:6]=[CH:7][CH:8]=1 |^1:0|. Procedure: A mixture of the sodium salt of compound 4 (1.0 g, 3.0 mmol) and chloromethyl acetate (0.4 g, 3.5 mmol) in 18 ml of DMF is stirred at RT for 3 days. The reaction mixture is poured onto ice. The solid which precipitates is collected by filtration, is washed with water and is air-dried. It is stirred in 50 ml of chloroform for 2 hours and is filtered. The filtrate is evaporated to give glass-like material, which is triturated with ether to give the crude product. Purification by prep. TLC gives ac... Starting materials: C(C)(C)OC(C)C (diisopropylether), S(=O)(=O)=O (sulfur trioxide), chlorine sulfates, C(C)(=O)OC(C)=O (acetic acid anhydride), S(O)(O)(=O)=O (sulfuric acid), S(O)(O)(=O)=O (sulfuric acid). Run in ClC(Cl)Cl (trichloromethane), C(Cl)Cl (Methylene chloride), C1=CC=CC=C1 (benzene), C(C)(=O)OCC (ethyl acetate), C1(=CC=CC=C1)C (toluene), O1CCOCC1 (1,4-dioxane). The product is C1=CC=CC2=CC=CC=C12 (Naphthalene). RXN SMILES: C(O[CH:5]([CH3:7])[CH3:6])(C)C.C(O[C:12](=O)[CH3:13])(=O)C.S(=O)(=O)(O)O.S(=O)(=O)=O>O1CCOCC1.C1C=CC=CC=1.C1(C)C=CC=CC=1.ClC(Cl)Cl.C(OCC)(=O)C.C(Cl)Cl>[CH:7]1[C:5]2[C:6](=[CH:12][CH:13]=[CH:12][CH:13]=2)[CH:6]=[CH:5][CH:7]=1. Reported procedure: Methylene chloride, diisopropylether, ethyl acetate, trichloromethane, toluene, benzene, or 1,4-dioxane may be used instead of acetic acid anhydride, while fuming sulfuric acid, sulfur trioxide, chlorine sulfates or combinations thereof may be used as an alternative to concentrated sulfuric acid.